Dataset: the Open Reaction Database (ORD), a public repository of structured organic reaction records. Task: describe an organic reaction: reactants, conditions, products, and yield The reactants are BrCC(=O)C1=CC(=C(C(=C1)[N+](=O)[O-])O)O (2-bromo-3',4'-dihydroxy-5'-nitroacetophenone), NC1=C(C=CC=C1)S (2-aminothiophenol). Solvent: C(C)O (ethanol). Yields the product S1CC(=NC2=C1C=CC=C2)C2=CC(=C(C(O)=C2)O)[N+](=O)[O-] (5-(2H-1,4-benzothiazin-3-yl)-3-nitropyrocatechol). As a reaction SMILES: Br[CH2:2][C:3]([C:5]1[CH:10]=[C:9]([N+:11]([O-:13])=[O:12])[C:8]([OH:14])=[C:7]([OH:15])[CH:6]=1)=O.[NH2:16][C:17]1[CH:22]=[CH:21][CH:20]=[CH:19][C:18]=1[SH:23]>C(O)C>[S:23]1[C:18]2[CH:19]=[CH:20][CH:21]=[CH:22][C:17]=2[N:16]=[C:3]([C:5]2[CH:6]=[C:7]([OH:15])[C:8]([OH:14])=[C:9]([N+:11]([O-:13])=[O:12])[CH:10]=2)[CH2:2]1. Procedure: A mixture of 2.78 g of 2-bromo-3',4'-dihydroxy-5'-nitroacetophenone, 1.51 g of 2-aminothiophenol and 50 ml of ethanol is heated to boiling under reflux for 1 hour. The reaction mixture is then cooled to room temperature, whereupon the crystals are removed by filtration under suction. There is obtained 5-(2H-1,4-benzothiazin-3-yl)-3-nitropyrocatechol of m.p. 302'-304° (from N,N-dimethylformamide/methanol). Run in C(Cl)Cl (DCM), C(Cl)Cl (DCM). Reaction conditions: time 3 hour. RXN SMILES: [CH3:1][O:2][C:3]1[C:12]([C:13]([OH:15])=O)=[CH:11][C:10]2[C:5](=[CH:6][CH:7]=[CH:8][CH:9]=2)[N:4]=1.C1C=CC2N(O)N=NC=2C=1.CCN=C=NCCCN(C)C.Cl.[C:38]([O:42][C:43]([NH:45][NH2:46])=[O:44])([CH3:41])([CH3:40])[CH3:39]>C(Cl)Cl>[CH3:1][O:2][C:3]1[C:12]([C:13]([NH:46][NH:45][C:43]([O:42][C:38]([CH3:41])([CH3:40])[CH3:39])=[O:44])=[O:15])=[CH:11][C:10]2[C:5](=[CH:6][CH:7]=[CH:8][CH:9]=2)[N:4]=1 |f:2.3|. Yield: 85.6%. Yields the product COC1=NC2=CC=CC=C2C=C1C(=O)NNC(=O)OC(C)(C)C (tert-butyl 2-(2-methoxyquinoline-3-carbonyl)hydrazinecarboxylate). Procedure: To a stirred suspension of 2-methoxyquinoline-3-carboxylic acid (0.92 g, 4.55 eq) in DCM (45 mL) under N2, HOBT (6.83 mmol, 1.5 eq), EDC.HCl (6.83 mmol, 1.5 eq) triethylamine (5.0 mmol, 1.1 eq) and tert-butylhydrazine carboxylate (5.00 mmol, 1.1 eq) were added. The mixture was stirred at room temperature for 3 h, diluted with DCM and washed with sat. aq. NaHCO3 and sat. aq. NaCl. The organic phase was dried (Na2SO4), concentrated under reduced pressure and the product was purified by flash chrom... Starting materials: C=1C=CC2=C(C1)N=NN2O (HOBT), CCN=C=NCCCN(C)C.Cl (EDC.HCl), C(C)(C)(C)OC(=O)NN (tert-butylhydrazine carboxylate), COC1=NC2=CC=CC=C2C=C1C(=O)O (2-methoxyquinoline-3-carboxylic acid). The reactants are CC(C)(C)OC(=O)N1C2CCC1CC(=O)C2, C1CCCCC1, COC(=O)OC, CO, [H-], [Na+], O. The product is COC(=O)C1=C(O)CC2CCC1N2C(=O)OC(C)(C)C. Reaction SMILES: [C:1]([CH3:2])([CH3:3])([CH3:4])[O:5][C:6](=[O:7])[N:8]1[CH:9]2[CH2:10][C:11](=[O:16])[CH2:12][CH:13]1[CH2:14][CH2:15]2.[CH2:27]1[CH2:28][CH2:29][CH2:30][CH2:31][CH2:32]1.[CH3:17][O:18][C:19](=[O:20])[O:21][CH3:22].[CH3:25][OH:26].[H-:23].[Na+:24].[OH2:33]>>[C:1]([CH3:2])([CH3:3])([CH3:4])[O:5][C:6](=[O:7])[N:8]1[CH:9]2[CH2:10][C:11]([OH:16])=[C:12]([C:19]([O:18][CH3:17])=[O:20])[CH:13]1[CH2:14][CH2:15]2. Reactants: CCO, CN(CCO)c1ccc([N+](=O)[O-])cc1. Product: CN(CCO)c1ccc(N)cc1. RXN SMILES: [CH3:15][CH2:16][OH:17].[CH3:1][N:2]([c:3]1[cH:4][cH:5][c:6]([N+:9]([O-:10])=[O:11])[cH:7][cH:8]1)[CH2:12][CH2:13][OH:14]>>[CH3:1][N:2]([c:3]1[cH:4][cH:5][c:6]([NH2:9])[cH:7][cH:8]1)[CH2:12][CH2:13][OH:14].